This data is from the Open Reaction Database (ORD), a public repository of structured organic reaction records. The task is: describe an organic reaction: reactants, conditions, products, and yield The reactants are FC1=C(C=CC=C1)[N+](=O)[O-] (2-fluoronitrobenzene), C[C@@H](C(=O)OC(C)(C)C)N.Cl (H-ALA-OTBU HCl), CCN(C(C)C)C(C)C (DIPEA). Solvent: CN(C)C=O (DMF), C(C)(=O)OCC (ethyl acetate). Product: C(C)(C)(C)OC([C@H](C)NC1=C(C=CC=C1)[N+](=O)[O-])=O ((S)-2-(2-Nitro-phenylamino)-propionic acid tert-butyl ester). Yield: 95.3%. RXN SMILES: F[C:2]1[CH:7]=[CH:6][CH:5]=[CH:4][C:3]=1[N+:8]([O-:10])=[O:9].[CH3:11][C@H:12]([NH2:20])[C:13]([O:15][C:16]([CH3:19])([CH3:18])[CH3:17])=[O:14].Cl.CCN(C(C)C)C(C)C>CN(C=O)C.C(OCC)(=O)C>[C:16]([O:15][C:13](=[O:14])[C@@H:12]([NH:20][C:2]1[CH:7]=[CH:6][CH:5]=[CH:4][C:3]=1[N+:8]([O-:10])=[O:9])[CH3:11])([CH3:19])([CH3:18])[CH3:17] |f:1.2|. Procedure details: To a solution of 2-fluoronitrobenzene (1.0 g, 7.09 mmol) in DMF (5 mL) were added H-ALA-OTBU HCl (2.6 g, 14.2 mmol) and DIPEA (2.5 mL, 14.2 mmol). The reaction mixture was stirred at room temperature over the weekend. The reaction mixture was then diluted with ethyl acetate and washed with water (×4). The organic phase was then dried over Na2SO4 and concentrated to afford 1.8 g (95%) of the desired product as orange oil. The resulting residue was used for the next reaction without further purifi... The reactants are Cl.C(C1=CC=CC=C1)SC(N)=N (S-benzylisothiourea hydrochloride), FC1=CC=C(C=C1)C(C(Br)C1=CC=C(C=C1)S(=O)(=O)C)=O (1-(4-fluorophenyl)-2-(4-methylsulfonylphenyl)-2-bromoethan-1-one), C(=O)(O)[O-].[Na+] (NaHCO3). Solvent: CCO (EtOH). The product is C(C1=CC=CC=C1)SC=1NC(=C(N1)C1=CC=C(C=C1)S(=O)(=O)C)C1=CC=C(C=C1)F (2-Benzylthio-5-(4-fluorophenyl)-4-[4-(methylsulfonyl)phenyl]-1H-imidazole). Isolated yield 17.5%. Reaction SMILES: Cl.[CH2:2]([S:9][C:10](=[NH:12])[NH2:11])[C:3]1[CH:8]=[CH:7][CH:6]=[CH:5][CH:4]=1.[F:13][C:14]1[CH:19]=[CH:18][C:17]([C:20](=O)[CH:21]([C:23]2[CH:28]=[CH:27][C:26]([S:29]([CH3:32])(=[O:31])=[O:30])=[CH:25][CH:24]=2)Br)=[CH:16][CH:15]=1.C([O-])(O)=O.[Na+]>CCO>[CH2:2]([S:9][C:10]1[NH:11][C:20]([C:17]2[CH:18]=[CH:19][C:14]([F:13])=[CH:15][CH:16]=2)=[C:21]([C:23]2[CH:24]=[CH:25][C:26]([S:29]([CH3:32])(=[O:31])=[O:30])=[CH:27][CH:28]=2)[N:12]=1)[C:3]1[CH:8]=[CH:7][CH:6]=[CH:5][CH:4]=1 |f:0.1,3.4|. Procedure: A mixture of S-benzylisothiourea hydrochloride (300 mg, 1.5 mmol), 1-(4-fluorophenyl)-2-(4-methylsulfonylphenyl)-2-bromoethan-1-one (Example 1, Method B, step 1) (500 mg, 1.3 mmol) and NaHCO3 (500 mg, 6 mmol) in EtOH (10 ml) was heated to reflux for 3 hours. After evaporation of the solvent, the residue was treated with water (25 ml) and extracted with methylene chloride (25 ml). After drying (MgSO4), the organic phase was evaporated. The residue was chromatographed on silica gel, eluting with e... Starting materials: COc1cc2ccccc2nc1Br, C[Sn](C)(C)Cl, COc1cc2ccccc2nc1[Sn](C)(C)C, [Na], Cc1ccccc1C. Yields the product COc1cc2ccccc2nc1-c1nc2ccccc2cc1OC. RXN SMILES: [Br:1][c:2]1[n:3][c:4]2[cH:5][cH:6][cH:7][cH:8][c:9]2[cH:10][c:11]1[O:12][CH3:13].[CH3:14][Sn:15]([Cl:16])([CH3:17])[CH3:18].[CH3:20][Sn:21]([c:22]1[n:23][c:24]2[cH:25][cH:26][cH:27][cH:28][c:29]2[cH:30][c:31]1[O:32][CH3:33])([CH3:34])[CH3:35].[Na:19].[c:36]1([CH3:37])[c:38]([CH3:39])[cH:40][cH:41][cH:42][cH:43]1>>[c:2]1(-[c:22]2[n:23][c:24]3[cH:25][cH:26][cH:27][cH:28][c:29]3[cH:30][c:31]2[O:32][CH3:33])[n:3][c:4]2[cH:5][cH:6][cH:7][cH:8][c:9]2[cH:10][c:11]1[O:12][CH3:13].